Task: describe an organic reaction: reactants, conditions, products, and yield. Dataset: the Open Reaction Database (ORD), a public repository of structured organic reaction records Starting materials: COC1=C(C=CC(=C1OC)OC)[C@H]1[C@@H](CCCC1)C(=O)OCC (trans-ethyl 2-(2,3,4-trimethoxyphenyl)cyclohexane-1-carboxylate), [OH-].[Na+] (NaOH). The solvent is C1CCOC1 (THF), CO (methanol). Run at time 18 hour. The product is COC1=C(C=CC(=C1OC)OC)[C@H]1[C@@H](CCCC1)C(=O)O (trans-2-(2,3,4-trimethoxyphenyl)cyclohexane-1-carboxylic acid). Yield: 78.7%. RXN SMILES: [CH3:1][O:2][C:3]1[C:8]([O:9][CH3:10])=[C:7]([O:11][CH3:12])[CH:6]=[CH:5][C:4]=1[C@@H:13]1[CH2:18][CH2:17][CH2:16][CH2:15][C@H:14]1[C:19]([O:21]CC)=[O:20].[OH-].[Na+]>C1COCC1.CO>[CH3:1][O:2][C:3]1[C:8]([O:9][CH3:10])=[C:7]([O:11][CH3:12])[CH:6]=[CH:5][C:4]=1[C@@H:13]1[CH2:18][CH2:17][CH2:16][CH2:15][C@H:14]1[C:19]([OH:21])=[O:20] |f:1.2|. Procedure: To a stirred solution of 1.22 g (3.8 mmol) of trans-ethyl 2-(2,3,4-trimethoxyphenyl)cyclohexane-1-carboxylate in 20 mL of THF and 10 mL of methanol was added 10 mL of 10% aqueous NaOH. The mixture was stirred at room temperature for 18 h and heated at reflux for 18 h. After cooling, the bulk of the organic solvents was removed in vacuo and the residue was diluted with 100 mL of 5% aqueous NaOH and washed with 100 mL of ether. The aqueous layer was acidified to pH 1 with concentrated HCl and extr... The reactants are CCCP1(=O)OP(=O)(CCC)OP(=O)(CCC)O1, Cc1cnc(N)cn1, CC1CCCO1, CN1CCOCC1, COCC(C)Oc1cc(Oc2cnc(C(=O)N3CCC3)cn2)cc(C(=O)O)c1. As a reaction SMILES: [CH2:50]([P:51]1(=[O:52])[O:53][P:54](=[O:55])([CH2:56][CH2:57][CH3:58])[O:59][P:60](=[O:61])([CH2:62][CH2:63][CH3:64])[O:65]1)[CH2:66][CH3:67].[CH3:29][c:30]1[n:31][cH:32][c:33]([NH2:36])[n:34][cH:35]1.[CH3:37][CH:38]1[CH2:39][CH2:40][CH2:41][O:42]1.[CH3:43][N:44]1[CH2:45][CH2:46][O:47][CH2:48][CH2:49]1.[N:1]1([C:5](=[O:6])[c:7]2[n:8][cH:9][c:10]([O:13][c:14]3[cH:15][c:16]([C:17](=[O:18])[OH:19])[cH:20][c:21]([O:23][CH:24]([CH2:25][O:26][CH3:27])[CH3:28])[cH:22]3)[n:11][cH:12]2)[CH2:2][CH2:3][CH2:4]1>>[N:1]1([C:5](=[O:6])[c:7]2[n:8][cH:9][c:10]([O:13][c:14]3[cH:15][c:16]([C:17](=[O:19])[NH:36][c:33]4[cH:32][n:31][c:30]([CH3:29])[cH:35][n:34]4)[cH:20][c:21]([O:23][CH:24]([CH2:25][O:26][CH3:27])[CH3:28])[cH:22]3)[n:11][cH:12]2)[CH2:2][CH2:3][CH2:4]1. Yields the product COCC(C)Oc1cc(Oc2cnc(C(=O)N3CCC3)cn2)cc(C(=O)Nc2cnc(C)cn2)c1.